From a dataset of the Open Reaction Database (ORD), a public repository of structured organic reaction records. describe an organic reaction: reactants, conditions, products, and yield Reactants: CC(C)N (2-propanamine), ClC=1C2=C(N=CN1)NC=C2 (4-chloro-7H-pyrrolo[2,3-d]pyrimidine), C(C)(C)O (isopropyl alcohol), CC(C)N (2-propanamine). Run in O (water). Reaction conditions: temperature 120 celsius. The product is C(C)(C)NC=1C2=C(N=CN1)NC=C2 (isopropyl-(7H-pyrrolo[2,3-d]pyrimidin-4-yl)-amine). The yield is 89.5%. As a reaction SMILES: Cl[C:2]1[C:3]2[CH:10]=[CH:9][NH:8][C:4]=2[N:5]=[CH:6][N:7]=1.C(O)(C)C.[CH3:15][CH:16]([NH2:18])[CH3:17]>O>[CH:16]([NH:18][C:2]1[C:3]2[CH:10]=[CH:9][NH:8][C:4]=2[N:5]=[CH:6][N:7]=1)([CH3:17])[CH3:15]. Reported procedure: To 4-chloro-7H-pyrrolo[2,3-d]pyrimidine (1, 168 mg, 1.09 mmol), 2.00 mL of isopropyl alcohol is added, followed by 2-propanamine (11, 0.280 mL, 3.28 mmol). The reaction is heated by microwave at 120° C. for 20 minutes, then an additional 40 minutes. Another 0.250 mL of 2-propanamine is added and heated at 120° C. for 60 minutes. The reaction is poured into water and extracted with ethyl acetate. The organic layer is concentrated under vacuum and purified by silica gel column chromatography, elut...